Dataset: the Open Reaction Database (ORD), a public repository of structured organic reaction records. Task: describe an organic reaction: reactants, conditions, products, and yield The solvent is CO (methanol). The product is N1(CCOCC1)CCCCCCCCCCCCN (12-morpholinyldodecylamine). As a reaction SMILES: [NH2:1]N.[N:3]1([CH2:9][CH2:10][CH2:11][CH2:12][CH2:13][CH2:14][CH2:15][CH2:16][CH2:17][CH2:18][CH2:19][CH2:20]C2C=CC=C3C(NC(=O)C=23)=O)[CH2:8][CH2:7][O:6][CH2:5][CH2:4]1>CO>[N:3]1([CH2:9][CH2:10][CH2:11][CH2:12][CH2:13][CH2:14][CH2:15][CH2:16][CH2:17][CH2:18][CH2:19][CH2:20][NH2:1])[CH2:4][CH2:5][O:6][CH2:7][CH2:8]1. The reactants are NN (Hydrazine), N1(CCOCC1)CCCCCCCCCCCCC1=C2C(C(=O)NC2=O)=CC=C1 (12-morpholinyldodecylphthalimide). Reported procedure: Hydrazine (aqueous solution at 35% by wt.) (0.15 ml; 1.6 mmoles) was added to 12-morpholinyldodecylphthalimide (320 mg; 0.8 mmoles) in methanol (5 ml) and the resulting solution was refluxed. Reaction times and process as per Example 1. Reactants: CC(C)(C)S(=O)N=C1c2cc(Br)ccc2CC12CCC(C(F)F)CC2, C1COCCO1, Cl. Yields the product N=C1c2cc(Br)ccc2CC12CCC(C(F)F)CC2. RXN SMILES: [Br:2][c:3]1[cH:4][c:5]2[c:17]([cH:18][cH:19]1)[CH2:16][C:7]1([C:6]2=[N:20][S:21]([C:22]([CH3:23])([CH3:24])[CH3:25])=[O:26])[CH2:8][CH2:9][CH:10]([CH:13]([F:14])[F:15])[CH2:11][CH2:12]1.[CH2:27]1[O:28][CH2:29][CH2:30][O:31][CH2:32]1.[ClH:1]>>[Br:2][c:3]1[cH:4][c:5]2[c:17]([cH:18][cH:19]1)[CH2:16][C:7]1([C:6]2=[NH:20])[CH2:8][CH2:9][CH:10]([CH:13]([F:14])[F:15])[CH2:11][CH2:12]1. Reactants: O=C(Cl)c1ccccc1, N#Cc1ccccc1C(=O)Cl, COC(=O)C1C(O)CC2CCC1N2C, O=C(Cl)c1ccccc1CCl. Product: COC(=O)C1C(OC(=O)c2ccccc2)CC2CCC1N2C. Reaction SMILES: [C:15]([c:16]1[cH:17][cH:18][cH:19][cH:20][cH:21]1)(=[O:22])[Cl:23].[C:35]([c:36]1[cH:37][cH:38][cH:39][cH:40][c:41]1[C:42]([Cl:43])=[O:44])#[N:45].[CH:1]12[CH2:2][CH2:3][CH:4]([CH:5]([C:9](=[O:10])[O:11][CH3:12])[CH:6]([OH:7])[CH2:8]1)[N:13]2[CH3:14].[Cl:24][CH2:25][c:26]1[cH:27][cH:28][cH:29][cH:30][c:31]1[C:32]([Cl:33])=[O:34]>>[CH:1]12[CH2:2][CH2:3][CH:4]([CH:5]([C:9](=[O:10])[O:11][CH3:12])[CH:6]([O:7][C:15]([c:16]3[cH:17][cH:18][cH:19][cH:20][cH:21]3)=[O:22])[CH2:8]1)[N:13]2[CH3:14].